The task is: describe an organic reaction: reactants, conditions, products, and yield. This data is from the Open Reaction Database (ORD), a public repository of structured organic reaction records. Run in O (water). Starting materials: Cl (hydrochloric acid), SC[C@H](C(=O)N1CSC[C@H]1C(=O)O)C (3-[3-mercapto-2(S)-methylpropionyl]-4(R)-thiazolidinecarboxylic acid), C(O)([O-])=O.[Na+] (sodium hydrogen carbonate), ClC1=C(C=C(C(=O)Cl)C=C1)S(N)(=O)=O (4-chloro-3-sulfamoylbenzoyl chloride). Reaction SMILES: [SH:1][CH2:2][C@@H:3]([CH3:14])[C:4]([N:6]1[C@H:10]([C:11]([OH:13])=[O:12])[CH2:9][S:8][CH2:7]1)=[O:5].C(=O)([O-])O.[Na+].[Cl:20][C:21]1[CH:29]=[CH:28][C:24]([C:25](Cl)=[O:26])=[CH:23][C:22]=1[S:30](=[O:33])(=[O:32])[NH2:31].Cl>O>[Cl:20][C:21]1[CH:29]=[CH:28][C:24]([C:25]([S:1][CH2:2][C@@H:3]([CH3:14])[C:4]([N:6]2[C@H:10]([C:11]([OH:13])=[O:12])[CH2:9][S:8][CH2:7]2)=[O:5])=[O:26])=[CH:23][C:22]=1[S:30](=[O:32])(=[O:33])[NH2:31] |f:1.2|. Procedure details: 2.5 g of 3-[3-mercapto-2(S)-methylpropionyl]-4(R)-thiazolidinecarboxylic acid and 2 g of sodium hydrogen carbonate are added to 150 ml of water whereupon 2.5 g of 4-chloro-3-sulfamoylbenzoyl chloride is added slowly under ice-cooling and stirring, and the resulting mixture is stirred at room temperature for 3 hours. The reaction mixture is then made acidic with dilute hydrochloric acid under ice-cooling, and the non-crystalline solid is extracted with ethyl acetate. The extract is washed with wa... Yields the product ClC1=C(C=C(C(=O)SC[C@H](C(=O)N2CSC[C@H]2C(=O)O)C)C=C1)S(N)(=O)=O (3-[3-(4-chloro-3-sulfamoylbenzoylthio)-2(S)-methylpropionyl]-4(R)-thiazolidinecarboxylic acid). Procedure: The Suzuki protocol described for (163) was employed; A round bottom flash was charged with 4-[(4-bromophenyl)(3,3,5,5-tetramethylcyclohexylidene)methyl]phenol (14) (0.200 g, 0.5 mmol), PdCl2(PPh3)2 (0.035 g, 0.05 mmol), (3,5-dimethyl-4-isoxazolyl)boronic acid (0.141 g, 1.0 mmol), aqueous 2 M Na2CO3 (1.0 mL, 0.106 g, 1.0 mmol) solution, and 4:1 THF:H2O mixture (5 mL) under a nitrogen atmosphere. The reaction mixture was refluxed for 3 h. Regular work-up and purification gave 0.172 g (83%) of the... Isolated yield 83.0%. Reagents/catalysts: Cl[Pd]([P](C1=CC=CC=C1)(C2=CC=CC=C2)C3=CC=CC=C3)([P](C4=CC=CC=C4)(C5=CC=CC=C5)C6=CC=CC=C6)Cl (PdCl2(PPh3)2). RXN SMILES: CS(C1C=CC([C:11]2[CH:16]=[CH:15][C:14]([C:17](=[C:25]3[CH2:30][C:29]([CH3:32])([CH3:31])[CH2:28][C:27]([CH3:34])([CH3:33])[CH2:26]3)[C:18]3[CH:23]=[CH:22][C:21]([OH:24])=[CH:20][CH:19]=3)=[CH:13][CH:12]=2)=CC=1)(=O)=O.BrC1C=CC(C(=C2CC(C)(C)CC(C)(C)C2)C2C=CC(O)=CC=2)=CC=1.[CH3:60][C:61]1[C:65](B(O)O)=[C:64]([CH3:69])[O:63][N:62]=1.C([O-])([O-])=O.[Na+].[Na+]>Cl[Pd](Cl)([P](C1C=CC=CC=1)(C1C=CC=CC=1)C1C=CC=CC=1)[P](C1C=CC=CC=1)(C1C=CC=CC=1)C1C=CC=CC=1.O.C1COCC1>[CH3:60][C:61]1[C:65]([C:11]2[CH:16]=[CH:15][C:14]([C:17](=[C:25]3[CH2:26][C:27]([CH3:33])([CH3:34])[CH2:28][C:29]([CH3:31])([CH3:32])[CH2:30]3)[C:18]3[CH:23]=[CH:22][C:21]([OH:24])=[CH:20][CH:19]=3)=[CH:13][CH:12]=2)=[C:64]([CH3:69])[O:63][N:62]=1 |f:3.4.5,^1:78,97|. Run in C1CCOC1 (THF), O (H2O). Yields the product CC1=NOC(=C1C1=CC=C(C=C1)C(C1=CC=C(C=C1)O)=C1CC(CC(C1)(C)C)(C)C)C (4-[[4-(3,5-dimethyl-4-isoxazolyl)phenyl](3,3,5,5-tetramethylcyclohexylidene)methyl]phenol). The reactants are BrC1=CC=C(C=C1)C(C1=CC=C(C=C1)O)=C1CC(CC(C1)(C)C)(C)C (4-[(4-Bromophenyl)(3,3,5,5-tetramethylcyclohexylidene)methyl]phenol), CC1=NOC(=C1B(O)O)C ((3,5-dimethyl-4-isoxazolyl)boronic acid), C(=O)([O-])[O-].[Na+].[Na+] (Na2CO3), CS(=O)(=O)C1=CC=C(C=C1)C1=CC=C(C=C1)C(C1=CC=C(C=C1)O)=C1CC(CC(C1)(C)C)(C)C (4-[[4′-(Methylsulfonyl)-4-biphenylyl](3,3,5,5-tetramethylcyclohexylidene)methyl]phenol). Reactants: ClC1=CC=C(C=C1)S(=O)(=O)C1(CCC(CC1)CC(=O)C=1C=C(C=O)C=CC1)C1=C(C=CC(=C1)F)F (3-{2-[4-(4-Chloro-benzenesulfonyl)-4-(2,5-difluoro-phenyl)-cyclohexyl]-acetyl}-benzaldehyde), S(N)(O)(=O)=O (sulfamic acid), Cl(=O)[O-].[Na+] (sodium chlorite). Run in ClCCl (dichloromethane), O (water). Run at time 3 hour. Product: ClC1=CC=C(C=C1)S(=O)(=O)C1(CCC(CC1)CC(=O)C=1C=C(C(=O)O)C=CC1)C1=C(C=CC(=C1)F)F (3-{2-[4-(4-Chloro-benzenesulfonyl)-4-(2,5-difluoro-phenyl)-cyclohexyl]-acetyl}-benzoic acid). Isolated yield 68.2%. Reaction SMILES: [Cl:1][C:2]1[CH:7]=[CH:6][C:5]([S:8]([C:11]2([C:28]3[CH:33]=[C:32]([F:34])[CH:31]=[CH:30][C:29]=3[F:35])[CH2:16][CH2:15][CH:14]([CH2:17][C:18]([C:20]3[CH:21]=[C:22]([CH:25]=[CH:26][CH:27]=3)[CH:23]=[O:24])=[O:19])[CH2:13][CH2:12]2)(=[O:10])=[O:9])=[CH:4][CH:3]=1.S(=O)(=O)([OH:38])N.Cl([O-])=O.[Na+]>ClCCl.O>[Cl:1][C:2]1[CH:7]=[CH:6][C:5]([S:8]([C:11]2([C:28]3[CH:33]=[C:32]([F:34])[CH:31]=[CH:30][C:29]=3[F:35])[CH2:16][CH2:15][CH:14]([CH2:17][C:18]([C:20]3[CH:21]=[C:22]([CH:25]=[CH:26][CH:27]=3)[C:23]([OH:38])=[O:24])=[O:19])[CH2:13][CH2:12]2)(=[O:10])=[O:9])=[CH:4][CH:3]=1 |f:2.3|. Reported procedure: To a stirred solution of the product from Example 151 (58 mg, 0.11 mmol) in dichloromethane (3 mL) and water (3 mL) at 0° C. was added sulfamic acid (44 mg, 0.44 mmol) and sodium chlorite (30 mg, 0.33 mmol). The reaction was allowed to attain room temperature with stirring over 3 hours, the layers separated and the aqueous layer extracted with further dichloromethane (5 mL). The combined organic layers were dried (MgSO4) and evaporated to leave a residue which was filtered through a plug of sili... Reaction SMILES: [CH2:30]1[CH2:31][CH2:32][C:33]2=[N:38][CH2:37][CH2:36][CH2:35][N:34]2[CH2:39][CH2:40]1.[CH3:1][O:2][c:3]1[cH:4][c:5]([CH2:6][NH2:7])[cH:8][c:9]([O:11][CH3:12])[cH:10]1.[Cl:13][C:14]([C:15](=[O:16])[NH:17][c:18]1[c:19]2[cH:20][cH:21][n:22][cH:23][c:24]2[cH:25][cH:26][cH:27]1)([Cl:28])[Cl:29].[ClH:41]>>[CH3:1][O:2][c:3]1[cH:4][c:5]([CH2:6][NH:7][C:15](=[O:16])[NH:17][c:18]2[c:19]3[cH:20][cH:21][n:22][cH:23][c:24]3[cH:25][cH:26][cH:27]2)[cH:8][c:9]([O:11][CH3:12])[cH:10]1. Product: COc1cc(CNC(=O)Nc2cccc3cnccc23)cc(OC)c1. Reactants: C1CCC2=NCCCN2CC1, COc1cc(CN)cc(OC)c1, O=C(Nc1cccc2cnccc12)C(Cl)(Cl)Cl, Cl. The reactants are CC1([C@H]2CN[C@@H]([C@@H]12)C#N)C ((1R,2S,5S)-6,6-dimethyl-3-azabicyclo[3.1.0]hexane-2-carbonitrile), COC(=O)[C@@H]1[C@H]2C([C@H]2CN1)(C)C ((1R,2S,5S)-6,6-dimethyl-3-azabicyclo[3.1.0]hexane-2-carboxylic acid methyl ester). Product: COC(=O)C1C2C(C2CN1)(C)C (6,6-dimethyl-3-azabicyclo[3.1.0]hexane-2-carboxylic Acid Methyl Ester). As a reaction SMILES: CC1(C)[C@H]2[C@@H]1CN[C@@H]2C#N.[CH3:11][O:12][C:13]([C@H:15]1[NH:20][CH2:19][C@H:18]2[C@@H:16]1[C:17]2([CH3:22])[CH3:21])=[O:14]>>[CH3:11][O:12][C:13]([CH:15]1[NH:20][CH2:19][CH:18]2[CH:16]1[C:17]2([CH3:22])[CH3:21])=[O:14]. Procedure: The (1R,2S,5S)-6,6-dimethyl-3-azabicyclo[3.1.0]hexane-2-carbonitrile prepared according to Example 16 or 17 is converted to the corresponding substantially enantiomerically pure (1R,2S,5S)-6,6-dimethyl-3-azabicyclo[3.1.0]hexane-2-carboxylic acid methyl ester by the procedure described in PCT International Application Publication WO 2007/075790. Starting materials: ice, Cl (hydrochloric acid), C(CC)S(=O)(=O)Cl (1-propanesulfonyl chloride), C(C)(=O)OC (methyl acetate), NC1=CC=C(C(=O)CC#N)C=C1 (4-aminobenzoylacetonitrile). The solvent is N1=CC=CC=C1 (pyridine), CO (Methanol). Yields the product C(CC)S(=O)(=O)NC1=CC=C(C(=O)CC#N)C=C1 (4-(Propanesulfonamido)benzoylacetonitrile). RXN SMILES: [CH2:1]([S:4](Cl)(=[O:6])=[O:5])[CH2:2][CH3:3].C(OC)(=O)C.[NH2:13][C:14]1[CH:24]=[CH:23][C:17]([C:18]([CH2:20][C:21]#[N:22])=[O:19])=[CH:16][CH:15]=1.Cl>CO.N1C=CC=CC=1>[CH2:1]([S:4]([NH:13][C:14]1[CH:15]=[CH:16][C:17]([C:18]([CH2:20][C:21]#[N:22])=[O:19])=[CH:23][CH:24]=1)(=[O:6])=[O:5])[CH2:2][CH3:3]. Reported procedure: Dry pyridine (13 ml) was added dropwise to a stirred mixture of 14.3 g (0.1 mole) 1-propanesulfonyl chloride, 15 ml dry methyl acetate and 16.0 g (0.1 mole) 4-aminobenzoylacetonitrile at room temperature. An ice bath was then used to control the exothermic reaction and the mixture was stirred in the ice bath for two hours. Methanol (50 ml) was added and the resulting solution poured into 2 N hydrochloric acid (240 ml) with stirring. The solid was collected, washed with water and dried. Yield 20....